This data is from the Open Reaction Database (ORD), a public repository of structured organic reaction records. The task is: describe an organic reaction: reactants, conditions, products, and yield Starting materials: C, CC(C)(C)[Si](C)(C)OCC1CN(Cc2ccccc2)CC1c1cccc(C(F)(F)F)c1, CO, O=C[O-], [NH4+], O, [Pd]. The product is CC(C)(C)[Si](C)(C)OCC1CNCC1c1cccc(C(F)(F)F)c1. As a reaction SMILES: [C:38].[CH2:1]([c:2]1[cH:3][cH:4][cH:5][cH:6][cH:7]1)[N:8]1[CH2:9][CH:10]([CH2:23][O:24][Si:25]([CH3:26])([CH3:27])[C:28]([CH3:29])([CH3:30])[CH3:31])[CH:11]([c:13]2[cH:14][c:15]([C:19]([F:20])([F:21])[F:22])[cH:16][cH:17][cH:18]2)[CH2:12]1.[CH3:36][OH:37].[CH:32]([O-:33])=[O:34].[NH4+:35].[OH2:40].[Pd:39]>>[NH:8]1[CH2:9][CH:10]([CH2:23][O:24][Si:25]([CH3:26])([CH3:27])[C:28]([CH3:29])([CH3:30])[CH3:31])[CH:11]([c:13]2[cH:14][c:15]([C:19]([F:20])([F:21])[F:22])[cH:16][cH:17][cH:18]2)[CH2:12]1. The reactants are O1CCN(CC1)C=1C(=NC2=CC=C(C=C2C1)B1OC(C(O1)(C)C)(C)C)N (3-morpholino-6-(4,4,5,5-tetramethyl-1,3,2-dioxaborolan-2-yl)quinolin-2-amine), P(=O)([O-])([O-])[O-].[K+].[K+].[K+] (potassium phosphate), C1(CCCCC1)P(C1=C(C=CC=C1)C1=C(C=C(C=C1C(C)C)C(C)C)C(C)C)C1CCCCC1 (dicyclohexyl(2′,4′,6′-triisopropylbiphenyl-2-yl)phosphine), IC1=C(C=CC=C1C)C1=NC=C2N1C=CC=C2 (3-(2-iodo-3-methylphenyl)imidazo[1,5-a]pyridine). Reagents/catalysts: C=1C=CC(=CC1)/C=C/C(=O)/C=C/C2=CC=CC=C2.C=1C=CC(=CC1)/C=C/C(=O)/C=C/C2=CC=CC=C2.C=1C=CC(=CC1)/C=C/C(=O)/C=C/C2=CC=CC=C2.[Pd].[Pd] (Pd2(dba)3). Conditions: temperature 140 celsius. Product: C=1N=C(N2C1C=CC=C2)C2=C(C(=CC=C2)C)C=2C=C1C=C(C(=NC1=CC2)N)N2CCOCC2 (6-(2-(imidazo[1,5-a]pyridin-3-yl)-6-methylphenyl)-3-morpholinoquinolin-2-amine). RXN SMILES: [O:1]1[CH2:6][CH2:5][N:4]([C:7]2[C:8]([NH2:26])=[N:9][C:10]3[C:15]([CH:16]=2)=[CH:14][C:13](B2OC(C)(C)C(C)(C)O2)=[CH:12][CH:11]=3)[CH2:3][CH2:2]1.P([O-])([O-])([O-])=O.[K+].[K+].[K+].C1(P(C2CCCCC2)C2C=CC=CC=2C2C(C(C)C)=CC(C(C)C)=CC=2C(C)C)CCCCC1.I[C:70]1[C:75]([CH3:76])=[CH:74][CH:73]=[CH:72][C:71]=1[C:77]1[N:81]2[CH:82]=[CH:83][CH:84]=[CH:85][C:80]2=[CH:79][N:78]=1>C1C=CC(/C=C/C(/C=C/C2C=CC=CC=2)=O)=CC=1.C1C=CC(/C=C/C(/C=C/C2C=CC=CC=2)=O)=CC=1.C1C=CC(/C=C/C(/C=C/C2C=CC=CC=2)=O)=CC=1.[Pd].[Pd]>[CH:79]1[N:78]=[C:77]([C:71]2[CH:72]=[CH:73][CH:74]=[C:75]([CH3:76])[C:70]=2[C:13]2[CH:14]=[C:15]3[C:10](=[CH:11][CH:12]=2)[N:9]=[C:8]([NH2:26])[C:7]([N:4]2[CH2:3][CH2:2][O:1][CH2:6][CH2:5]2)=[CH:16]3)[N:81]2[CH:82]=[CH:83][CH:84]=[CH:85][C:80]=12 |f:1.2.3.4,7.8.9.10.11|. Procedure: A glass microwave reaction vessel was charged with 3-morpholino-6-(4,4,5,5-tetramethyl-1,3,2-dioxaborolan-2-yl)quinolin-2-amine (0.236 g, 0.664 mmol, prepared as in Example 2, Step 1-2), potassium phosphate (0.564 g, 2.66 mmol), dicyclohexyl(2′,4′,6′-triisopropylbiphenyl-2-yl)phosphine (0.063 g, 0.133 mmol), Pd2(dba)3 (0.030 g, 0.033 mmol), and 3-(2-iodo-3-methylphenyl)imidazo[1,5-a]pyridine (0.222 g, 0.664 mmol). The vessel was evacuated and flushed with nitrogen three times before dioxane (4.4... Reported procedure: To a solution of 4-(2-hydroxy-1,1-dimethyl-ethyl)-piperazin-1-carboxylic acid tert-butyl ester (0.42 g) in anhydrous dichloromethane (10 mL) was added 2M hydrogen chloride (8.4 ml) and the mixture stirred for 12 hours. The solvent was evaporated to give 2-methyl-2-piperazin-1-yl-propan-1-ol hydrochloride salt as a white solid. Reaction SMILES: C(OC([N:8]1[CH2:13][CH2:12][N:11]([C:14]([CH3:18])([CH3:17])[CH2:15][OH:16])[CH2:10][CH2:9]1)=O)(C)(C)C.[ClH:19]>ClCCl>[ClH:19].[CH3:18][C:14]([N:11]1[CH2:10][CH2:9][NH:8][CH2:13][CH2:12]1)([CH3:17])[CH2:15][OH:16] |f:3.4|. Reactants: C(C)(C)(C)OC(=O)N1CCN(CC1)C(CO)(C)C (4-(2-hydroxy-1,1-dimethyl-ethyl)-piperazin-1-carboxylic acid tert-butyl ester), Cl (hydrogen chloride). Solvent: ClCCl (dichloromethane). Product: Cl.CC(CO)(C)N1CCNCC1 (2-methyl-2-piperazin-1-yl-propan-1-ol hydrochloride salt). Run at time 12 hour. Reported procedure: 5,5-Dimethyl-10-hydroxy-8-(3,4-difluorophenyl-n-pentyl)-1,2,3,4-tetrahydro-5H[1]benzopyrano[3,4-d]pyridine, γ-morpholino-butyric acid hydrochloride and dicyclohexylcarbodiimide are combined in equimolar amounts in methylene chloride and reacted as in Example 7 to give the desired product. The reactants are CC1(OC2=C(C(=CC(=C2)CCCCCC2=CC(=C(C=C2)F)F)O)C2=C1CCNC2)C (5,5-Dimethyl-10-hydroxy-8-(3,4-difluorophenyl-n-pentyl)-1,2,3,4-tetrahydro-5H[1]benzopyrano[3,4-d]pyridine), Cl.O1CCN(CC1)CCCC(=O)O (γ-morpholino-butyric acid hydrochloride), C1(CCCCC1)N=C=NC1CCCCC1 (dicyclohexylcarbodiimide). RXN SMILES: [CH3:1][C:2]1([CH3:30])[C:25]2[CH2:26][CH2:27][NH:28][CH2:29][C:24]=2[C:5]2[C:6]([OH:23])=[CH:7][C:8]([CH2:10][CH2:11][CH2:12][CH2:13][CH2:14][C:15]3[CH:20]=[CH:19][C:18]([F:21])=[C:17]([F:22])[CH:16]=3)=[CH:9][C:4]=2[O:3]1.[ClH:31].[O:32]1[CH2:37][CH2:36][N:35]([CH2:38][CH2:39][CH2:40][C:41]([OH:43])=O)[CH2:34][CH2:33]1.[CH:44]1(N=C=NC2CCCCC2)CCCCC1>C(Cl)Cl>[ClH:31].[CH3:1][C:2]1([CH3:30])[C:25]2[CH2:26][CH2:27][N:28]([CH3:44])[CH2:29][C:24]=2[C:5]2[C:6]([O:23][C:41](=[O:43])[CH2:40][CH2:39][CH2:38][N:35]3[CH2:36][CH2:37][O:32][CH2:33][CH2:34]3)=[CH:7][C:8]([CH2:10][CH2:11][CH2:12][CH2:13][CH2:14][C:15]3[CH:20]=[CH:19][C:18]([F:21])=[C:17]([F:22])[CH:16]=3)=[CH:9][C:4]=2[O:3]1 |f:1.2,5.6|. Product: Cl.CC1(OC2=C(C(=CC(=C2)CCCCCC2=CC(=C(C=C2)F)F)OC(CCCN2CCOCC2)=O)C2=C1CCN(C2)C)C (5,5-Dimethyl-10-[4-(morpholino)butyryloxy]-8-(3,4-difluorophenyl-n-pentyl)-2-methyl-1,2,3,4-tetrahydro-5H[1]benzopyrano[3,4-d]pyridine hydrochloride). The solvent is C(Cl)Cl (methylene chloride).